Dataset: the Open Reaction Database (ORD), a public repository of structured organic reaction records. Task: describe an organic reaction: reactants, conditions, products, and yield The reactants are CO (MeOH), NC=1SC=CN1 (2-aminothiazole), C(C)OC=C(C(=O)OCC)C(=O)OCC (diethyl ethoxymethylenemalonate), C(C)O (ethanol). Product: O=C1C(=CN=C2N1C=CS2)C(=O)OCC (Ethyl 5-oxo-5H-thiazolo[3,2-a]pyrimidine-6-carboxylate). As a reaction SMILES: [NH2:1][C:2]1[S:3][CH:4]=[CH:5][N:6]=1.C([O:9][CH:10]=[C:11]([C:17](OCC)=O)[C:12]([O:14][CH2:15][CH3:16])=[O:13])C.C(O)C.CO>ClC1C=CC(Cl)=CC=1Cl>[O:9]=[C:10]1[N:6]2[CH:5]=[CH:4][S:3][C:2]2=[N:1][CH:17]=[C:11]1[C:12]([O:14][CH2:15][CH3:16])=[O:13]. Run in ClC1=C(C=C(C=C1)Cl)Cl (1,2,4-trichlorobenzene). Procedure: A solution of 2-aminothiazole (10g., 100mM) and diethyl ethoxymethylenemalonate (21.6g., 100mM) in 1,2,4-trichlorobenzene (100ml) was heated at 150° C for 4 hours with collection of evolved ethanol. The reaction mixture was cooled and the required product filtered off and recrystallised from ethanol in 75.9% weight yield (17.0g). δ (CDCl3), 8.98 (1H,s, H5), 8.33 (1H,d, H1, J = 5.0Hz), 7.40 (1H,d, H2, J = 5.0Hz), 4.47 (2H,q, --CH2CH3), 1.41 (3H,t, --CH2CH3); λmax (MeOH) 235nm (εm 5000), 258nm (εm...